This data is from the Open Reaction Database (ORD), a public repository of structured organic reaction records. The task is: describe an organic reaction: reactants, conditions, products, and yield Starting materials: C(=O)(C(=O)Cl)Cl ((COCl)2), ClCCCl (DCE), CN(C)C=O (DMF), OC=1C=C(C2=C(N1)N(N=C2C)CC2=CC=C(C=C2)OC2=CC=CC=C2)C(=O)OCC (Ethyl 6-hydroxy-3-methyl-1-(4-phenoxybenzyl)-1H-pyrazolo[3,4-b]pyridine-4-carboxylate). The solvent is O (H2O). Conditions: temperature 0 celsius, time 10 minute. The product is Vilsmeier's reagent, ClC=1C=C(C2=C(N1)N(N=C2C)CC2=CC=C(C=C2)OC2=CC=CC=C2)C(=O)OCC (Ethyl 6-chloro-3-methyl-1-(4-phenoxybenzyl)-1H-pyrazolo[3,4-b]pyridine-4-carboxylate). As a reaction SMILES: [Cl:1][CH2:2][CH2:3]Cl.CN(C=O)C.C(Cl)(C(Cl)=O)=O.OC1C=[C:19]([C:41]([O:43][CH2:44][CH3:45])=[O:42])[C:20]2[C:25]([CH3:26])=[N:24][N:23]([CH2:27][C:28]3[CH:33]=[CH:32][C:31]([O:34][C:35]4[CH:40]=[CH:39][CH:38]=[CH:37][CH:36]=4)=[CH:30][CH:29]=3)[C:21]=2[N:22]=1>O>[Cl:1][C:2]1[CH:3]=[C:19]([C:41]([O:43][CH2:44][CH3:45])=[O:42])[C:20]2[C:25]([CH3:26])=[N:24][N:23]([CH2:27][C:28]3[CH:29]=[CH:30][C:31]([O:34][C:35]4[CH:36]=[CH:37][CH:38]=[CH:39][CH:40]=4)=[CH:32][CH:33]=3)[C:21]=2[N:22]=1. Procedure details: (see, e.g., Sercel, A. D., et al., Synthetic Communications 2007, 37, 4199-4208). Fresh Vilsmeier's reagent was prepared as follows: to a stirring solution of 1.2 DCE (4 mL) was added DMF (0.2 mL, 2.6 mmol). The resulting solution was cooled down to 0° C. and (COCl)2 (0.22 mL, 2.6 mmol) was added dropwise. The viscous suspension was stirred at room temperature for 10 min, and then 49 (104 mg, 0.26 mmol) was added to the mixture. The suspension was heated to reflux overnight. The mixture was dilu... Starting materials: [Al+3], C1CCOC1, Cl, [H-], [H-], [H-], [H-], [Li+], O=C(O)c1ccc2ccc(-c3ccccc3)nc2c1. Yields the product OCc1ccc2ccc(-c3ccccc3)nc2c1. Reaction SMILES: [Al+3:22].[CH2:27]1[O:28][CH2:29][CH2:30][CH2:31]1.[ClH:1].[H-:21].[H-:24].[H-:25].[H-:26].[Li+:23].[c:2]1(-[c:8]2[n:9][c:10]3[cH:11][c:12]([C:18](=[O:19])[OH:20])[cH:13][cH:14][c:15]3[cH:16][cH:17]2)[cH:3][cH:4][cH:5][cH:6][cH:7]1>>[c:2]1(-[c:8]2[n:9][c:10]3[cH:11][c:12]([CH2:18][OH:19])[cH:13][cH:14][c:15]3[cH:16][cH:17]2)[cH:3][cH:4][cH:5][cH:6][cH:7]1.